From a dataset of the Open Reaction Database (ORD), a public repository of structured organic reaction records. describe an organic reaction: reactants, conditions, products, and yield Reactants: BrBr (bromine), S(=O)(O)[O-].[Na+] (sodium hydrogensulfite), CC1C(NCCC1)=O (3-methyl-2-piperidone), P(Cl)(Cl)(Cl)(Cl)Cl (phosphorus pentachloride). The reagents and catalysts are [Cl-].[Zn+2].[Cl-] (zinc chloride). Solvent: C(Cl)(Cl)Cl (chloroform), C(Cl)(Cl)Cl (chloroform). Run at temperature 0 celsius. The product is BrC1(C(NCCC1)=O)C (3-bromo-3-methyl-2-piperidone). The yield is 81.0%. As a reaction SMILES: [CH3:1][CH:2]1[CH2:7][CH2:6][CH2:5][NH:4][C:3]1=[O:8].P(Cl)(Cl)(Cl)(Cl)Cl.[Br:15]Br.S([O-])(O)=O.[Na+]>C(Cl)(Cl)Cl.[Cl-].[Zn+2].[Cl-]>[Br:15][C:2]1([CH3:1])[CH2:7][CH2:6][CH2:5][NH:4][C:3]1=[O:8] |f:3.4,6.7.8|. Procedure: A mixture of 5.15 g of 3-methyl-2-piperidone (Ber. 24 page 2445) and 50 ml of chloroform is chilled to about 0° C. Then there are added while stirring at 0°-5° C. 19 g of phosphorus pentachloride, followed by 0.2 g of anhydrous zinc chloride. The mixture is heated to about 15° C., treated dropwise with a solution of 2.5 ml of bromine in 5 ml of chloroform and then heated to 40° C. for 5 hours, while stirring. After cooling the mixture is poured on ice and treated with sodium hydrogensulfite unti... Starting materials: C(NN)(=O)OCC1=CC=CC=C1 (benzyl carbazate), Cl.C(C)N=C=NCCCN(C)C (1-ethyl-3-(3-dimethylaminopropyl)carbodiimide hydrochloride), C(C1=CC=CC=C1)(=O)NC[C@H](C(=O)OC(C)(C)C)[C@H](C(=O)O)CC(C)C (2(R)-[2-benzamido-1(R)-(tert-butoxycarbonyl)ethyl]-4-methylvaleric acid). Solvent: C(C)(=O)OCC (ethyl acetate), CN(C=O)C (dimethylformamide). Conditions: time 8 hour. Product: C(C1=CC=CC=C1)(=O)NC[C@H](C(=O)OC(C)(C)C)[C@H](C(=O)NNC(=O)OCC1=CC=CC=C1)CC(C)C (2(R)-[2-benzamido-1(R)-(tert-butoxycarbonyl)ethyl]-2′-benzyloxycarbonyl-4-methylvalerohydrazide). Yield: 100.2%. Reaction SMILES: [C:1]([NH:9][CH2:10][C@@H:11]([C@@H:19]([CH2:23][CH:24]([CH3:26])[CH3:25])[C:20](O)=[O:21])[C:12]([O:14][C:15]([CH3:18])([CH3:17])[CH3:16])=[O:13])(=[O:8])[C:2]1[CH:7]=[CH:6][CH:5]=[CH:4][CH:3]=1.[C:27]([O:31][CH2:32][C:33]1[CH:38]=[CH:37][CH:36]=[CH:35][CH:34]=1)(=[O:30])[NH:28][NH2:29].Cl.C(N=C=NCCCN(C)C)C>CN(C)C=O.C(OCC)(=O)C>[C:1]([NH:9][CH2:10][C@@H:11]([C@@H:19]([CH2:23][CH:24]([CH3:26])[CH3:25])[C:20]([NH:29][NH:28][C:27]([O:31][CH2:32][C:33]1[CH:38]=[CH:37][CH:36]=[CH:35][CH:34]=1)=[O:30])=[O:21])[C:12]([O:14][C:15]([CH3:17])([CH3:18])[CH3:16])=[O:13])(=[O:8])[C:2]1[CH:3]=[CH:4][CH:5]=[CH:6][CH:7]=1 |f:2.3|. Reported procedure: A solution of 1.9 g of 2(R)-[2-benzamido-1(R)-(tert-butoxycarbonyl)ethyl]-4-methylvaleric acid in 3 ml of dry dimethylformamide was cooled to 0° C. under a nitrogen atmosphere and treated with 2.61 g of benzyl carbazate and 1.20 g of 1-ethyl-3-(3-dimethylaminopropyl)carbodiimide hydrochloride. The mixture was allowed to warm to room temperature and then stirred overnight. The mixture was diluted with ethyl acetate and washed in sequence with water, 2M aqueous hydrogen chloride, water, 5% aqueous...